This data is from the Open Reaction Database (ORD), a public repository of structured organic reaction records. The task is: describe an organic reaction: reactants, conditions, products, and yield Starting materials: C(C)(C)(C)OC(=O)NC1=NNC=2NC(=C(C(C21)C2=CC=C(C=C2)N2CCN(CC2)C(=O)OC(C)(C)C)C#N)C2=C(C=C(C=C2)OC)F (tert-butyl 4-(4-(3(tert-butoxycarbonylamino)-5-cyano-6-(2-fluoro-4-methoxyphenyl)-4,7-dihydro-1H-pyrazolo[3,4-b]pyridin-4-yl)phenyl)piperazine-1-carboxylate). Reagents/catalysts: [O-2].[Mn+2] (manganese oxide). The solvent is ClCCl (dichloromethane). Reaction conditions: time 20 hour. The product is C(C)(C)(C)OC(=O)NC1=NNC2=NC(=C(C(=C21)C2=CC=C(C=C2)N2CCN(CC2)C(=O)OC(C)(C)C)C#N)C2=C(C=C(C=C2)OC)F (tert-butyl 4-(4-(3-(tert-butoxycarbonylamino)-5-cyano-6-(2-fluoro-4-methoxyphenyl)-1H-pyrazolo[3,4-b]pyridin-4-yl)phenyl)piperazine-1-carboxylate). Isolated yield 97.5%. As a reaction SMILES: [C:1]([O:5][C:6]([NH:8][C:9]1[C:17]2[CH:16]([C:18]3[CH:23]=[CH:22][C:21]([N:24]4[CH2:29][CH2:28][N:27]([C:30]([O:32][C:33]([CH3:36])([CH3:35])[CH3:34])=[O:31])[CH2:26][CH2:25]4)=[CH:20][CH:19]=3)[C:15]([C:37]#[N:38])=[C:14]([C:39]3[CH:44]=[CH:43][C:42]([O:45][CH3:46])=[CH:41][C:40]=3[F:47])[NH:13][C:12]=2[NH:11][N:10]=1)=[O:7])([CH3:4])([CH3:3])[CH3:2]>ClCCl.[O-2].[Mn+2]>[C:1]([O:5][C:6]([NH:8][C:9]1[C:17]2[C:12](=[N:13][C:14]([C:39]3[CH:44]=[CH:43][C:42]([O:45][CH3:46])=[CH:41][C:40]=3[F:47])=[C:15]([C:37]#[N:38])[C:16]=2[C:18]2[CH:19]=[CH:20][C:21]([N:24]3[CH2:29][CH2:28][N:27]([C:30]([O:32][C:33]([CH3:36])([CH3:35])[CH3:34])=[O:31])[CH2:26][CH2:25]3)=[CH:22][CH:23]=2)[NH:11][N:10]=1)=[O:7])([CH3:2])([CH3:3])[CH3:4] |f:2.3|. Procedure: To 2.22 g (3.44 mmol) of tert-butyl 4-(4-(3(tert-butoxycarbonylamino)-5-cyano-6-(2-fluoro-4-methoxyphenyl)-4,7-dihydro-1H-pyrazolo[3,4-b]pyridin-4-yl)phenyl)piperazine-1-carboxylate in solution in 20 ml of dichloromethane are added 1.49 g (17.19 mmol) of manganese oxide. The reaction mixture is sonicated for 5 min then stirred at room temperature for 20 h. It is filtered on silica (cyclohexane/ethyl acetate eluent: 5:5) to yield 2.16 g (97%) of tert-butyl 4-(4-(3-(tert-butoxycarbonylamino)-5-cya... The reactants are O=C([O-])O, CCO, Clc1ncccn1, CNCCN1CCC(Cc2nc3ccccc3n2Cc2ccc(F)cc2)CC1, [Na+]. The product is CN(CCN1CCC(Cc2nc3ccccc3n2Cc2ccc(F)cc2)CC1)c1ncccn1. Reaction SMILES: [C:36](=[O:37])([O-:38])[OH:39].[CH3:41][CH2:42][OH:43].[Cl:1][c:2]1[n:3][cH:4][cH:5][cH:6][n:7]1.[F:8][c:9]1[cH:10][cH:11][c:12]([CH2:15][n:16]2[c:17]([CH2:25][CH:26]3[CH2:27][CH2:28][N:29]([CH2:32][CH2:33][NH:34][CH3:35])[CH2:30][CH2:31]3)[n:18][c:19]3[c:20]2[cH:21][cH:22][cH:23][cH:24]3)[cH:13][cH:14]1.[Na+:40]>>[c:2]1([N:34]([CH2:33][CH2:32][N:29]2[CH2:28][CH2:27][CH:26]([CH2:25][c:17]3[n:16]([CH2:15][c:12]4[cH:11][cH:10][c:9]([F:8])[cH:14][cH:13]4)[c:20]4[c:19]([n:18]3)[cH:24][cH:23][cH:22][cH:21]4)[CH2:31][CH2:30]2)[CH3:35])[n:3][cH:4][cH:5][cH:6][n:7]1.